Dataset: the Open Reaction Database (ORD), a public repository of structured organic reaction records. Task: describe an organic reaction: reactants, conditions, products, and yield The reactants are C(C)OC([C@H](CC1=CC=C(C=C1)OCCBr)OC)=O ((2S)-3-[4-(2-bromo-ethoxy)-phenyl]-2-methoxy-propionic acid ethyl ester), OC1=CC=C(C=C1)C(C(C)(C)C)=O (1-(4-hydroxy-phenyl)-2,2-dimethyl-propan-1-one), CO[C@H](C(=O)O)CC1=CC=C(C=C1)OCCCOC1=CC=CC=C1 ((2S)-2-methoxy-3-[4-(3-phenoxy-propoxy)-phenyl]-propionic acid). The product is CC(C(=O)C1=CC=C(OCCOC2=CC=C(C=C2)C[C@@H](C(=O)O)OC)C=C1)(C)C ((2S)-3-(4-{2-[4-(2,2-dimethyl-propionyl)-phenoxy]-ethoxy}-phenyl)-2-methoxy-propionic acid). Reaction SMILES: C([O:3][C:4](=[O:19])[C@@H:5]([O:17][CH3:18])[CH2:6][C:7]1[CH:12]=[CH:11][C:10]([O:13][CH2:14][CH2:15]Br)=[CH:9][CH:8]=1)C.[OH:20][C:21]1[CH:26]=[CH:25][C:24]([C:27](=[O:32])[C:28]([CH3:31])([CH3:30])[CH3:29])=[CH:23][CH:22]=1.CO[C@@H](CC1C=CC(OCCCOC2C=CC=CC=2)=CC=1)C(O)=O>>[CH3:29][C:28]([CH3:31])([CH3:30])[C:27]([C:24]1[CH:23]=[CH:22][C:21]([O:20][CH2:15][CH2:14][O:13][C:10]2[CH:9]=[CH:8][C:7]([CH2:6][C@H:5]([O:17][CH3:18])[C:4]([OH:3])=[O:19])=[CH:12][CH:11]=2)=[CH:26][CH:25]=1)=[O:32]. Reported procedure: The title compound was prepared from (2S)-3-[4-(2-bromo-ethoxy)-phenyl]-2-methoxy-propionic acid ethyl ester (Example 283, Step 2) and 1-(4-hydroxy-phenyl)-2,2-dimethyl-propan-1-one via the same procedure used for the preparation of (2S)-2-methoxy-3-[4-(3-phenoxy-propoxy)-phenyl]-propionic acid (Example 285, Step 1), to produce a colorless oil. MS (ES) for C23H28O6 [M+H]+: 401.4. Solvent: [N+](=O)([O-])C1=CC=CC=C1 (Nitrobenzene). Yields the product ClC1=NC=CC2=C1C(N(C2)C)=O (4-chloro-2-methyl-1,2-dihydro-3H-pyrrolo[3,4-c]pyridin-3-one). Isolated yield 55.8%. Procedure: A solution of 4,6-dichloro-N-methyl-N-(prop-2-yn-1-yl)pyrimidine-5-carboxamide (Compound 310F, 7.6 g, 31 mmol) in Nitrobenzene (76 mL) was evacuated and purged with argon (3×). The reaction mixture was irradiated in the microwave for 1.5 minutes at 250° C. The reaction mixture was filtered through a pad of celite. The nitrobenzene solution was passed through a silica gel plug and washed with DCM to remove the nitrobenzene. The silica was then washed with DCM/MeOH solution (90:10). The filtrated ... Reaction SMILES: ClC1[C:7]([C:8]([N:10]([CH3:14])[CH2:11][C:12]#[CH:13])=[O:9])=[C:6]([Cl:15])[N:5]=[CH:4]N=1>[N+](C1C=CC=CC=1)([O-])=O>[Cl:15][C:6]1[C:7]2[C:8](=[O:9])[N:10]([CH3:14])[CH2:11][C:12]=2[CH:13]=[CH:4][N:5]=1. Reactants: ClC1=NC=NC(=C1C(=O)N(CC#C)C)Cl (4,6-dichloro-N-methyl-N-(prop-2-yn-1-yl)pyrimidine-5-carboxamide), ClC1=NC=NC(=C1C(=O)N(CC#C)C)Cl (4,6-dichloro-N-methyl-N-(prop-2-yn-1-yl)pyrimidine-5-carboxamide). The reactants are CO, CC(C)C1(O)CN(C(c2ccccc2)c2ccccc2)C1, Cl, [OH-], [OH-], [Pd+2]. The product is Cl, CC(C)C1(O)CNC1. As a reaction SMILES: [CH3:23][OH:24].[CH:1]([c:2]1[cH:3][cH:4][cH:5][cH:6][cH:7]1)([c:8]1[cH:9][cH:10][cH:11][cH:12][cH:13]1)[N:14]1[CH2:15][C:16]([OH:18])([CH:19]([CH3:20])[CH3:21])[CH2:17]1.[ClH:22].[OH-:25].[OH-:26].[Pd+2:27]>>[ClH:22].[NH:14]1[CH2:15][C:16]([OH:18])([CH:19]([CH3:20])[CH3:21])[CH2:17]1. Reactants: C(CCC)OCCO (2-butoxyethanol), 1-l, C(=C)C1C(=O)NCCCC1 (vinyl caprolactam), C(=C)C1=CC=NC=C1 (4-vinylpyridine), C(C)(C)(C)OOC(C)(C)C (di-t-butyl peroxide), C(C)(C)(C)OOC(C)(C)C (di-t-butyl peroxide). Run at temperature 150 celsius, time 2 hour. The product is C(=C)C1C(=O)NCCCC1.C(=C)C1=CC=NC=C1 (Vinyl caprolactam 4-vinylpyridine). As a reaction SMILES: C(OCCO)CCC.[CH:9]([CH:11]1[CH2:18][CH2:17][CH2:16][CH2:15][NH:14][C:12]1=[O:13])=[CH2:10].[CH:19]([C:21]1[CH:26]=[CH:25][N:24]=[CH:23][CH:22]=1)=[CH2:20].C(OOC(C)(C)C)(C)(C)C>>[CH:9]([CH:11]1[CH2:18][CH2:17][CH2:16][CH2:15][NH:14][C:12]1=[O:13])=[CH2:10].[CH:19]([C:21]1[CH:26]=[CH:25][N:24]=[CH:23][CH:22]=1)=[CH2:20] |f:4.5|. Procedure: 300.00 g of 2-butoxyethanol (BGE) was charged into a 1-l, 4-necked resin kettle, fitted with a reflux condenser, a nitrogen inlet tube, a propeller agitator, a thermal watch/thermocouple and a heating mantle. Nitrogen sparging was started and continued throughout the experiment. The kettle was then heated to 150° C. and maintained at 150±2° C. throughout the experiment while keeping agitation speed at 250 rpm. A premix of 194.0 g of vinyl caprolactam, 6.0 g of 4-vinylpyridine and 4.0 g of di-t-b... The reactants are [Al+3], C1CCOC1, CC(CCC(=O)N(C)C)C1CC=C2C3=C(CCC21C)C1(C)CCC(O)C(C)(C)C1CC3, [H-], [H-], [H-], [H-], [Li+]. Product: CC(CCCN(C)C)C1CC=C2C3=C(CCC21C)C1(C)CCC(O)C(C)(C)C1CC3. RXN SMILES: [Al+3:2].[CH2:38]1[O:39][CH2:40][CH2:41][CH2:42]1.[CH3:7][N:8]([C:9]([CH2:10][CH2:11][CH:12]([CH3:13])[CH:14]1[CH2:15][CH:16]=[C:17]2[C:18]3=[C:28]([C:26]4([CH3:27])[CH:21]([CH2:20][CH2:19]3)[C:22]([CH3:34])([CH3:35])[CH:23]([OH:33])[CH2:24][CH2:25]4)[CH2:29][CH2:30][C:31]12[CH3:32])=[O:36])[CH3:37].[H-:1].[H-:4].[H-:5].[H-:6].[Li+:3]>>[CH3:7][N:8]([CH2:9][CH2:10][CH2:11][CH:12]([CH3:13])[CH:14]1[CH2:15][CH:16]=[C:17]2[C:18]3=[C:28]([C:26]4([CH3:27])[CH:21]([CH2:20][CH2:19]3)[C:22]([CH3:34])([CH3:35])[CH:23]([OH:33])[CH2:24][CH2:25]4)[CH2:29][CH2:30][C:31]12[CH3:32])[CH3:37].